From a dataset of the Open Reaction Database (ORD), a public repository of structured organic reaction records. describe an organic reaction: reactants, conditions, products, and yield Reactants: ClC1=CC2=C(NC(S2)=O)C=C1N1C(OC(=N1)C(C)(C)C)=O (3-[6-chloro-2(3H)-benzothiazolon-5-yl]-5-(1,1-dimethylethyl)-1,3,4-oxadiazol-2(3H)-one), resultant mixture, [H-].[Na+] (sodium hydride), O (water), C(C#C)Br (propargyl bromide). Solvent: CN(C=O)C (N,N-dimethylformamide), CN(C=O)C (N,N-dimethylformamide). Reaction conditions: time 30 minute. Yields the product ClC1=CC2=C(N(C(S2)=O)CC=C)C=C1N1C(OC(=N1)C(C)(C)C)=O (3-[6-chloro-3-(2-propenyl)-2(3H)-benzothiazolon-5-yl]-5-(1,1-dimethylethyl)-1,3,4-oxadiazol-2(3H)-one). The yield is 24.9%. As a reaction SMILES: [H-].[Na+].[Cl:3][C:4]1[C:13]([N:14]2[N:18]=[C:17]([C:19]([CH3:22])([CH3:21])[CH3:20])[O:16][C:15]2=[O:23])=[CH:12][C:7]2[NH:8][C:9](=[O:11])[S:10][C:6]=2[CH:5]=1.[CH2:24](Br)[C:25]#[CH:26].O>CN(C)C=O>[Cl:3][C:4]1[C:13]([N:14]2[N:18]=[C:17]([C:19]([CH3:20])([CH3:22])[CH3:21])[O:16][C:15]2=[O:23])=[CH:12][C:7]2[N:8]([CH2:26][CH:25]=[CH2:24])[C:9](=[O:11])[S:10][C:6]=2[CH:5]=1 |f:0.1|. Reported procedure: A dispersion of sodium hydride (50% oil; 0.16 g) in dry N,N-dimethylformamide (3 ml) was cooled to 0° C., and a solution of 3-[6-chloro-2(3H)-benzothiazolon-5-yl]-5-(1,1-dimethylethyl)-1,3,4-oxadiazol-2(3H)-one (1.00 g) in dry N,N-dimethylformamide (3 ml) was dropwise added thereto at the same temperature, followed by stirring at the same temperature for 30 minutes. Upon addition of propargyl bromide (0.44 g), the resultant mixture was heated to 50° C. and stirred for 5 hours. The reaction mixtu...